From a dataset of the Open Reaction Database (ORD), a public repository of structured organic reaction records. describe an organic reaction: reactants, conditions, products, and yield Reactants: C(C)OC(C1=CC=C(C=C1)N1C=C(C2=CC(=C(C=C12)Cl)OCC1=CC=CC=C1)C#N)=O (4-(5-benzyloxy-6-chloro-3-cyanoindol-1-yl)benzoic acid ethyl ester), B(Br)(Br)Br (boron tribromide), O (water). Run in ClCCl (dichloromethane). Run at time 1 hour. The product is C(C)OC(C1=CC=C(C=C1)N1C=C(C2=CC(=C(C=C12)Cl)O)C#N)=O (4-(6-Chloro-3-cyano-5-hydroxyindol-1-yl)benzoic acid ethyl ester). Isolated yield 73.8%. RXN SMILES: [CH2:1]([O:3][C:4](=[O:31])[C:5]1[CH:10]=[CH:9][C:8]([N:11]2[C:19]3[C:14](=[CH:15][C:16]([O:21]CC4C=CC=CC=4)=[C:17]([Cl:20])[CH:18]=3)[C:13]([C:29]#[N:30])=[CH:12]2)=[CH:7][CH:6]=1)[CH3:2].B(Br)(Br)Br.O>ClCCl>[CH2:1]([O:3][C:4](=[O:31])[C:5]1[CH:6]=[CH:7][C:8]([N:11]2[C:19]3[C:14](=[CH:15][C:16]([OH:21])=[C:17]([Cl:20])[CH:18]=3)[C:13]([C:29]#[N:30])=[CH:12]2)=[CH:9][CH:10]=1)[CH3:2]. Reported procedure: To a solution of 4-(5-benzyloxy-6-chloro-3-cyanoindol-1-yl)benzoic acid ethyl ester (0.310 g) in dichloromethane (7 mL) was added boron tribromide (1 mol/L dichloromethane solution) (0.860 mL) under ice cooling, and this mixture was stirred at the same temperature for 1 hour. To this reaction mixture was added water, this mixture was extracted with ethyl acetate. This organic layer was washed with brine, dried over anhydrous magnesium sulfate and filtered. This filtrate was removed under reduced... Reactants: ClC1=NC(=NC(=C1CCC(=O)NC1=C(C=CC=C1Cl)Cl)C1=C(C=C(C=C1)F)F)SC (3-[4-chloro-6-(2,4-difluorophenyl)-2-(methylthio)pyrimidin-5-yl]-N-(2,6-dichlorophenyl)propanamide), CC(C)(C#N)N=NC(C)(C)C#N (AIBN). Run in C(Cl)(Cl)(Cl)Cl (CCl4). Run at time 15 minute. Yields the product ClC1=C(C(=CC=C1)Cl)N1C(C=CC2=C1N=C(N=C2C2=C(C=C(C=C2)F)F)SC)=O (8-(2,6-Dichlorophenyl)-4-(2,4-difluorophenyl)-2-(methylthio)pyrido[2,3-d]pyrimidin-7(8H)-one). RXN SMILES: Cl[C:2]1[C:7]([CH2:8][CH2:9][C:10]([NH:12][C:13]2[C:18]([Cl:19])=[CH:17][CH:16]=[CH:15][C:14]=2[Cl:20])=[O:11])=[C:6]([C:21]2[CH:26]=[CH:25][C:24]([F:27])=[CH:23][C:22]=2[F:28])[N:5]=[C:4]([S:29][CH3:30])[N:3]=1.CC(N=NC(C#N)(C)C)(C#N)C>C(Cl)(Cl)(Cl)Cl>[Cl:20][C:14]1[CH:15]=[CH:16][CH:17]=[C:18]([Cl:19])[C:13]=1[N:12]1[C:2]2[N:3]=[C:4]([S:29][CH3:30])[N:5]=[C:6]([C:21]3[CH:26]=[CH:25][C:24]([F:27])=[CH:23][C:22]=3[F:28])[C:7]=2[CH:8]=[CH:9][C:10]1=[O:11]. Procedure: To a refluxing solution of 3-[4-chloro-6-(2,4-difluorophenyl)-2-(methylthio)pyrimidin-5-yl]-N-(2,6-dichlorophenyl)propanamide (0.06 g) and AIBN (0.005 g) in 8 mL of CCl4 was added recrystallized N-bromosuccinimide (0.026 g). The reaction was refluxed for 1 h, then removed from the heat. DBU (0.02 mL) was added and the solution was stirred at rt for 15 min. The reaction mixture was washed with 20 mL of saturated sodium bicarbonate and back extracted with 20 mL of CH2Cl2. The organic layer was was... As a reaction SMILES: [F:1][C:2]1[C:3]([CH2:14][N:15]([CH3:23])[C:16](=[O:22])[O:17][C:18]([CH3:21])([CH3:20])[CH3:19])=[CH:4][NH:5][C:6]=1[C:7]1[C:8]([F:13])=[N:9][CH:10]=[CH:11][CH:12]=1.[H-].[Na+].C1OCCOCCOCCOCCOC1.[CH3:41][N:42]1[C:46]([CH3:47])=[C:45]([S:48](Cl)(=[O:50])=[O:49])[CH:44]=[N:43]1>O1CCCC1.O>[CH3:41][N:42]1[C:46]([CH3:47])=[C:45]([S:48]([N:5]2[C:6]([C:7]3[C:8]([F:13])=[N:9][CH:10]=[CH:11][CH:12]=3)=[C:2]([F:1])[C:3]([CH2:14][N:15]([CH3:23])[C:16](=[O:22])[O:17][C:18]([CH3:19])([CH3:20])[CH3:21])=[CH:4]2)(=[O:50])=[O:49])[CH:44]=[N:43]1 |f:1.2|. Isolated yield 97.4%. The reactants are FC=1C(=CNC1C=1C(=NC=CC1)F)CN(C(OC(C)(C)C)=O)C (tert-butyl {[4-fluoro-5-(2-fluoropyridin-3-yl)-1H-pyrrol-3-yl]methyl}methylcarbamate), [H-].[Na+] (sodium hydride), CN1N=CC(=C1C)S(=O)(=O)Cl (1,5-dimethyl-1H-pyrazole-4-sulfonyl chloride), C1COCCOCCOCCOCCO1 (15-Crown-5). The solvent is O1CCCC1 (tetrahydrofuran), O (water). Procedure details: To a solution of tert-butyl {[4-fluoro-5-(2-fluoropyridin-3-yl)-1H-pyrrol-3-yl]methyl}methylcarbamate (200 mg) in tetrahydrofuran (10 mL) was added sodium hydride (60% in oil, 50 mg) at room temperature, and the mixture was stirred for 5 min. 15-Crown-5 (273 mg) was added. Then 1,5-dimethyl-1H-pyrazole-4-sulfonyl chloride (181 mg) was added and the mixture was further stirred for 30 min. The reaction mixture was diluted with water, and extracted with ethyl acetate. The extract was washed with sa... Reaction conditions: time 5 minute. Yields the product CN1N=CC(=C1C)S(=O)(=O)N1C=C(C(=C1C=1C(=NC=CC1)F)F)CN(C(OC(C)(C)C)=O)C (tert-butyl {[1-[(1,5-dimethyl-1H-pyrazol-4-yl)sulfonyl]-4-fluoro-5-(2-fluoropyridin-3-yl)-1H-pyrrol-3-yl]methyl}methylcarbamate). Reactants: CCCCCCCCCCCCCCCCNc1ccc(C(=O)O)cc1, CN(C)P(=O)(N(C)C)N(C)C, OCC1CO1, O. The product is CCCCCCCCCCCCCCCCNc1ccc(C(=O)OCC(O)CO)cc1. Reaction SMILES: [CH2:1]([CH2:2][CH2:3][CH2:4][CH2:5][CH2:6][CH2:7][CH2:8][CH2:9][CH2:10][CH2:11][CH2:12][CH2:13][CH2:14][CH2:15][CH3:16])[NH:17][c:18]1[cH:19][cH:20][c:21]([C:22](=[O:23])[OH:24])[cH:25][cH:26]1.[CH3:32][N:33]([P:34]([N:35]([CH3:36])[CH3:37])([N:38]([CH3:39])[CH3:40])=[O:41])[CH3:42].[O:27]1[CH:28]([CH2:29][OH:30])[CH2:31]1.[OH2:43]>>[CH2:1]([CH2:2][CH2:3][CH2:4][CH2:5][CH2:6][CH2:7][CH2:8][CH2:9][CH2:10][CH2:11][CH2:12][CH2:13][CH2:14][CH2:15][CH3:16])[NH:17][c:18]1[cH:19][cH:20][c:21]([C:22](=[O:23])[O:24][CH2:31][CH:28]([OH:27])[CH2:29][OH:30])[cH:25][cH:26]1.